This data is from the Open Reaction Database (ORD), a public repository of structured organic reaction records. The task is: describe an organic reaction: reactants, conditions, products, and yield Starting materials: Cc1c(Br)cccc1CBr, O=C([O-])[O-], CC#N, [K+], [K+], O, c1ccc2[nH]ncc2c1. Yields the product Cc1c(Br)cccc1Cn1ncc2ccccc21. RXN SMILES: [Br:1][c:2]1[c:3]([CH3:10])[c:4]([CH2:8][Br:9])[cH:5][cH:6][cH:7]1.[C:20](=[O:21])([O-:22])[O-:23].[CH3:26][C:27]#[N:28].[K+:24].[K+:25].[OH2:29].[cH:11]1[cH:12][cH:13][c:14]2[nH:15][n:16][cH:17][c:18]2[cH:19]1>>[Br:1][c:2]1[c:3]([CH3:10])[c:4]([CH2:8][n:15]2[c:14]3[cH:13][cH:12][cH:11][cH:19][c:18]3[cH:17][n:16]2)[cH:5][cH:6][cH:7]1.